Dataset: the Open Reaction Database (ORD), a public repository of structured organic reaction records. Task: describe an organic reaction: reactants, conditions, products, and yield Reactants: N1(N=NC2=C1C=CC=C2)OC=2C=1N=CN([C@H]3C[C@H](O[Si](C)(C)C(C)(C)C)[C@@H](CO[Si](C)(C)C(C)(C)C)O3)C1N=CN2 (O6-(Benzotriazol-1-yl)-3′,5′-bis-O-(tert-butyldimethylsilyl)-2′-deoxyinosine), C(=O)([O-])[O-].[Cs+].[Cs+] (Cs2CO3). Solvent: CO (methanol). Conditions: time 1 hour. Yields the product [Si](C)(C)(C(C)(C)C)O[C@H]1C[C@@H](O[C@@H]1CO[Si](C)(C)C(C)(C)C)N1C=NC=2C(OC)=NC=NC12 (3′,5′-Bis-O-(tert-butyldimethylsilyl)-O6-methyl-2′-deoxyinosine). The yield is 76.8%. As a reaction SMILES: N1([O:10][C:11]2[C:12]3[N:13]=[CH:14][N:15]([C:38]=3[N:39]=[CH:40][N:41]=2)[C@@H:16]2[O:37][C@H:27]([CH2:28][O:29][Si:30]([C:33]([CH3:36])([CH3:35])[CH3:34])([CH3:32])[CH3:31])[C@@H:18]([O:19][Si:20]([C:23]([CH3:26])([CH3:25])[CH3:24])([CH3:22])[CH3:21])[CH2:17]2)C2C=CC=CC=2N=N1.[C:42]([O-])([O-])=O.[Cs+].[Cs+]>CO>[Si:30]([O:29][C@@H:28]1[C@@H:27]([CH2:18][O:19][Si:20]([C:23]([CH3:25])([CH3:26])[CH3:24])([CH3:22])[CH3:21])[O:37][C@@H:16]([N:15]2[C:38]3[N:39]=[CH:40][N:41]=[C:11]([O:10][CH3:42])[C:12]=3[N:13]=[CH:14]2)[CH2:17]1)([C:33]([CH3:36])([CH3:35])[CH3:34])([CH3:31])[CH3:32] |f:1.2.3|. Procedure: In a clean, dry reaction vial equipped with a stirring bar were placed O6-(benzotriazol-1-yl)-3′,5′-bis-O-(tert-butyldimethylsilyl)-2′-deoxyinosine (26) (59.8 mg, 0.100 mmol), Cs2CO3 (65.2 mg, 0.200 mmol) and methanol (1.0 mL). The reaction mixture was flushed with N2 and stirred at room temperature for 1 h after which the mixture was evaporated to dryness. Chromatographic purification (SiO2, elution with 20% EtOAc in hexanes) afforded 38 mg (77% yield) of the title compound as a clear gum. Rf (... Starting materials: Cc1cc(Br)ccn1, O=C([O-])[O-], O=C1CCCCCC1, CC(C)O, Cc1ccccc1, [Cs+], [Cs+], O=C(C=Cc1ccccc1)C=Cc1ccccc1, O=C(C=Cc1ccccc1)C=Cc1ccccc1, O=C(C=Cc1ccccc1)C=Cc1ccccc1, [Pd], [Pd]. The product is Cc1cc(C2CCCCCC2=O)ccn1. As a reaction SMILES: [Br:1][c:2]1[cH:3][c:4]([CH3:8])[n:5][cH:6][cH:7]1.[C:17](=[O:18])([O-:19])[O-:20].[C:9]1(=[O:16])[CH2:10][CH2:11][CH2:12][CH2:13][CH2:14][CH2:15]1.[CH3:23][CH:24]([OH:25])[CH3:26].[CH3:27][c:28]1[cH:29][cH:30][cH:31][cH:32][cH:33]1.[Cs+:21].[Cs+:22].[O:36]=[C:37]([CH:38]=[CH:39][c:40]1[cH:41][cH:42][cH:43][cH:44][cH:45]1)[CH:46]=[CH:47][c:48]1[cH:49][cH:50][cH:51][cH:52][cH:53]1.[O:54]=[C:55]([CH:56]=[CH:57][c:58]1[cH:59][cH:60][cH:61][cH:62][cH:63]1)[CH:64]=[CH:65][c:66]1[cH:67][cH:68][cH:69][cH:70][cH:71]1.[O:72]=[C:73]([CH:74]=[CH:75][c:76]1[cH:77][cH:78][cH:79][cH:80][cH:81]1)[CH:82]=[CH:83][c:84]1[cH:85][cH:86][cH:87][cH:88][cH:89]1.[Pd:34].[Pd:35]>>[c:2]1([CH:10]2[C:9](=[O:16])[CH2:15][CH2:14][CH2:13][CH2:12][CH2:11]2)[cH:3][c:4]([CH3:8])[n:5][cH:6][cH:7]1. The reactants are CCCCCC(CC(=O)Nc1cc(C(=O)O)ccc1C(C)(C)C)c1ccccc1OC, C1COCCN1. Yields the product CCCCCC(CC(=O)Nc1cc(C(=O)N2CCOCC2)ccc1C(C)(C)C)c1ccccc1OC. As a reaction SMILES: [C:1]([CH3:2])([CH3:3])([CH3:4])[c:5]1[c:6]([NH:14][C:15]([CH2:16][CH:17]([CH2:18][CH2:19][CH2:20][CH2:21][CH3:22])[c:23]2[c:24]([O:29][CH3:30])[cH:25][cH:26][cH:27][cH:28]2)=[O:31])[cH:7][c:8]([C:11](=[O:12])[OH:13])[cH:9][cH:10]1.[CH2:32]1[CH2:33][O:34][CH2:35][CH2:36][NH:37]1>>[C:1]([CH3:2])([CH3:3])([CH3:4])[c:5]1[c:6]([NH:14][C:15]([CH2:16][CH:17]([CH2:18][CH2:19][CH2:20][CH2:21][CH3:22])[c:23]2[c:24]([O:29][CH3:30])[cH:25][cH:26][cH:27][cH:28]2)=[O:31])[cH:7][c:8]([C:11](=[O:12])[N:37]2[CH2:32][CH2:33][O:34][CH2:35][CH2:36]2)[cH:9][cH:10]1. Reactants: NC1=C(C(=O)O)C=CC(=C1)F (2-amino-4-fluorobenzoic acid), C([O-])(O)=O.[Na+] (sodium bicarbonate), Cl (hydrogen chloride), Cl (hydrogen chloride). Solvent: CO (methanol), O (water). Product: NC1=C(C(=O)OC)C=CC(=C1)F (Methyl 2-amino-4-fluorobenzoate). Isolated yield 80.6%. As a reaction SMILES: [NH2:1][C:2]1[CH:10]=[C:9]([F:11])[CH:8]=[CH:7][C:3]=1[C:4]([OH:6])=[O:5].Cl.[C:13](=O)(O)[O-].[Na+]>CO.O>[NH2:1][C:2]1[CH:10]=[C:9]([F:11])[CH:8]=[CH:7][C:3]=1[C:4]([O:6][CH3:13])=[O:5] |f:2.3|. Reported procedure: A stirred solution of 2-amino-4-fluorobenzoic acid (4.86 g, 31.3 mM) in anhydrous methanol (100 mL) was saturated with anhydrous hydrogen chloride and then refluxed for 4 days. During the reflux period, the reaction mixture was periodically resaturated with hydrogen chloride. After the reflux period, the reaction mixture was cooled and concentrated to leave a white solid. This material was dissolved in water and the resulting solution neutralized with aqueous sodium bicarbonate and extracted wit...